This data is from the Open Reaction Database (ORD), a public repository of structured organic reaction records. The task is: describe an organic reaction: reactants, conditions, products, and yield The reactants are CCOC(C#Cc1ccc2ncccc2c1)OCC, C1CCOC1. The product is CCOC(CCc1ccc2ncccc2c1)OCC. Reaction SMILES: [CH2:1]([CH3:2])[O:3][CH:4]([C:5]#[C:6][c:7]1[cH:8][c:9]2[cH:10][cH:11][cH:12][n:13][c:14]2[cH:15][cH:16]1)[O:17][CH2:18][CH3:19].[CH2:20]1[O:21][CH2:22][CH2:23][CH2:24]1>>[CH2:1]([CH3:2])[O:3][CH:4]([CH2:5][CH2:6][c:7]1[cH:8][c:9]2[cH:10][cH:11][cH:12][n:13][c:14]2[cH:15][cH:16]1)[O:17][CH2:18][CH3:19].